Task: describe an organic reaction: reactants, conditions, products, and yield. Dataset: the Open Reaction Database (ORD), a public repository of structured organic reaction records Reaction conditions: temperature 60 celsius, time 6 hour. Reported procedure: 150 mg of 2-[2-amino-4-(1,3-dihydroisoindole-2-carbonyl)quinazolin-6-yl]-4-fluorobenzaldehyde are dissolved in 2 ml of 1,2-dichloroethane and 2 ml of tetrahydrofuran. 53 μl of tert-butylamine and 40 μl of glacial acetic acid are added, and the mixture is stirred at 60° C. for 6 h. After cooling to 25° C., 161 mg of sodium triacetoxyborohydride are added and stirred at 25° C. for a further 12 h. The mixture is poured into water, extracted three times with dichloromethane, and the combined organic... The reactants are C(C)(=O)O[BH-](OC(C)=O)OC(C)=O.[Na+] (sodium triacetoxyborohydride), C(C)(C)(C)N (tert-butylamine), C(C)(=O)O (acetic acid), NC1=NC2=CC=C(C=C2C(=N1)C(=O)N1CC2=CC=CC=C2C1)C1=C(C=O)C=CC(=C1)F (2-[2-amino-4-(1,3-dihydroisoindole-2-carbonyl)quinazolin-6-yl]-4-fluorobenzaldehyde). Solvent: ClCCCl (1,2-dichloroethane), O (water), O1CCCC1 (tetrahydrofuran). Product: NC1=NC2=CC=C(C=C2C(=N1)C(=O)N1CC2=CC=CC=C2C1)C1=C(C=CC(=C1)F)CNC(C)(C)C ({2-Amino-6-[2-(tert-butylaminomethyl)-5-fluorophenyl]quinazolin-4-yl}-(1,3-dihydroisoindol-2-yl)methanone). RXN SMILES: [NH2:1][C:2]1[N:11]=[C:10]([C:12]([N:14]2[CH2:22][C:21]3[C:16](=[CH:17][CH:18]=[CH:19][CH:20]=3)[CH2:15]2)=[O:13])[C:9]2[C:4](=[CH:5][CH:6]=[C:7]([C:23]3[CH:30]=[C:29]([F:31])[CH:28]=[CH:27][C:24]=3[CH:25]=O)[CH:8]=2)[N:3]=1.[C:32]([NH2:36])([CH3:35])([CH3:34])[CH3:33].C(O)(=O)C.C(O[BH-](OC(=O)C)OC(=O)C)(=O)C.[Na+]>ClCCCl.O1CCCC1.O>[NH2:1][C:2]1[N:11]=[C:10]([C:12]([N:14]2[CH2:22][C:21]3[C:16](=[CH:17][CH:18]=[CH:19][CH:20]=3)[CH2:15]2)=[O:13])[C:9]2[C:4](=[CH:5][CH:6]=[C:7]([C:23]3[CH:30]=[C:29]([F:31])[CH:28]=[CH:27][C:24]=3[CH2:25][NH:36][C:32]([CH3:35])([CH3:34])[CH3:33])[CH:8]=2)[N:3]=1 |f:3.4|.